From a dataset of the Open Reaction Database (ORD), a public repository of structured organic reaction records. describe an organic reaction: reactants, conditions, products, and yield The reactants are C(=O)([O-])C(O)C(O)C(=O)[O-].[Na+].[K+] (potassium sodium tartrate), solution, sodium bis-(2-methoxyethoxy)-dihydroaluminate, CN(C1=C(C(=C(C(=N1)C(C)C)COC)C1=CC=C(C=C1)F)C(=O)OC)C (Methyl 6-dimethylamino-4-(4-fluorophenyl)-2-isopropyl-3-methoxymethyl-pyridine-5-carboxylate). The product is CN(C1=C(C(=C(C(=N1)C(C)C)COC)C1=CC=C(C=C1)F)CO)C (6-Dimethylamino-4-(4-fluorophenyl)-5-hydroxymethyl-2-isopropyl-3-methoxymethyl-pyridine). Procedure details: 2.8 ml (9.8 mmol) of a 3.5 molar solution of sodium bis-(2-methoxyethoxy)-dihydroaluminate in toluene are added under nitrogen to a solution of 1.83 g (4.9 mmol) of the compound from Example 13 in 10 ml of dry tetrahydrofuran at 25° C. and the mixture is stirred overnight at 60° C. After cooling to 20° C., a solution of 10 g of potassium sodium tartrate in 20 ml of water is added dropwise cautiously and the mixture is extracted three times with 100 ml of ethyl acetate each time. The combined org... Reaction SMILES: [CH3:1][N:2]([CH3:26])[C:3]1[N:8]=[C:7]([CH:9]([CH3:11])[CH3:10])[C:6]([CH2:12][O:13][CH3:14])=[C:5]([C:15]2[CH:20]=[CH:19][C:18]([F:21])=[CH:17][CH:16]=2)[C:4]=1[C:22](OC)=[O:23].C(C(C(C([O-])=O)O)O)([O-])=O.[Na+].[K+]>C1(C)C=CC=CC=1.O1CCCC1.O>[CH3:26][N:2]([CH3:1])[C:3]1[N:8]=[C:7]([CH:9]([CH3:10])[CH3:11])[C:6]([CH2:12][O:13][CH3:14])=[C:5]([C:15]2[CH:16]=[CH:17][C:18]([F:21])=[CH:19][CH:20]=2)[C:4]=1[CH2:22][OH:23] |f:1.2.3|. Run in O (water), C1(=CC=CC=C1)C (toluene), O1CCCC1 (tetrahydrofuran). Reaction conditions: temperature 60 celsius, time 8 hour. The reactants are CCCCCCC(=O)O, [Cl-], Cl, Cl, Cc1c(CN)[nH]c2ccccc2c1=O, c1ccncc1. Product: CCCCCCC(=O)NCc1[nH]c2ccccc2c(=O)c1C. As a reaction SMILES: [C:18]([CH2:19][CH2:20][CH2:21][CH2:22][CH2:23][CH3:24])(=[O:25])[OH:26].[Cl-:17].[ClH:1].[ClH:2].[NH2:3][CH2:4][c:5]1[nH:6][c:7]2[cH:8][cH:9][cH:10][cH:11][c:12]2[c:13](=[O:16])[c:14]1[CH3:15].[cH:27]1[cH:28][cH:29][n:30][cH:31][cH:32]1>>[NH:3]([CH2:4][c:5]1[nH:6][c:7]2[cH:8][cH:9][cH:10][cH:11][c:12]2[c:13](=[O:16])[c:14]1[CH3:15])[C:18]([CH2:19][CH2:20][CH2:21][CH2:22][CH2:23][CH3:24])=[O:25]. The reactants are NC1=C(C=CC=C1)C1CNC=2N(C1)N=C(C2C#N)C2=CC=C(C=C2)OC2=CC=CC=C2 (6-(2-aminophenyl)-2-(4-phenoxyphenyl)-4,5,6,7-tetrahydropyrazolo[1,5-a]pyrimidine-3-carbonitrile), ClCCC(=O)NC=1C=C(C=CC1)C1CCNC=2N1N=C(C2C(=O)N)C2=CC=C(C=C2)OC2=CC=CC=C2 (7-(3-(3-chloropropanamido)phenyl)-2-(4-phenoxyphenyl)-4,5,6,7-tetrahydropyrazolo[1,5-a]pyrimidine-3-carboxamide). The product is NC1=C(C=CC=C1)C1CNC=2N(C1)N=C(C2C(=O)N)C2=CC=C(C=C2)OC2=CC=CC=C2 (6-(2-Aminophenyl)-2-(4-phenoxyphenyl)-4,5,6,7-tetrahydropyrazolo[1,5-a]pyrimidine-3-carboxamide). Reaction SMILES: [NH2:1][C:2]1[CH:7]=[CH:6][CH:5]=[CH:4][C:3]=1[CH:8]1[CH2:13][N:12]2[N:14]=[C:15]([C:19]3[CH:24]=[CH:23][C:22]([O:25][C:26]4[CH:31]=[CH:30][CH:29]=[CH:28][CH:27]=4)=[CH:21][CH:20]=3)[C:16]([C:17]#[N:18])=[C:11]2[NH:10][CH2:9]1.ClCCC(NC1C=C(C2N3N=C(C4C=CC(OC5C=CC=CC=5)=CC=4)C(C(N)=O)=C3NCC2)C=CC=1)=[O:36]>>[NH2:1][C:2]1[CH:7]=[CH:6][CH:5]=[CH:4][C:3]=1[CH:8]1[CH2:13][N:12]2[N:14]=[C:15]([C:19]3[CH:24]=[CH:23][C:22]([O:25][C:26]4[CH:31]=[CH:30][CH:29]=[CH:28][CH:27]=4)=[CH:21][CH:20]=3)[C:16]([C:17]([NH2:18])=[O:36])=[C:11]2[NH:10][CH2:9]1. Reported procedure: The desired product was prepared from 6-(2-aminophenyl)-2-(4-phenoxyphenyl)-4,5,6,7-tetrahydropyrazolo[1,5-a]pyrimidine-3-carbonitrile using the procedure similar to step 2 for compound 2. 1H NMR (400 MHz, DMSO-d6) δ 7.58 (d, J=8.4 Hz, 2H), 7.53-7.44 (m, 2H), 7.24 (t, J=7.6 Hz, 1H), 7.19-7.09 (m, 4H), 7.06-7.99 (m, 2H), 6.84 (d, J=1.6 Hz, 1H), 6.74 (d, J=7.2 Hz, 1H), 6.61 (t, J=7.6 Hz, 1H), 5.20 (s, 2H), 4.24 (dd, J=4.0, 12.0, Hz, 1H), 4.07 (dd, J=12.0, 12.0 Hz, 1H), 3.56-3.41 (m, 3H). MS (ESI, ... The reactants are CC(C)(C)[Si](C)(C)OCCOCc1cccc(Br)c1, C1CCOC1, CC(C)[Mg+], [Cl-], [Li]CCCC, O=CN1CCOCC1. Yields the product CC(C)(C)[Si](C)(C)OCCOCc1cccc(C=O)c1. As a reaction SMILES: [Br:1][c:2]1[cH:3][c:4]([CH2:5][O:6][CH2:7][CH2:8][O:9][Si:10]([CH3:11])([CH3:12])[C:13]([CH3:14])([CH3:15])[CH3:16])[cH:17][cH:18][cH:19]1.[CH2:38]1[O:39][CH2:40][CH2:41][CH2:42]1.[CH:21]([Mg+:22])([CH3:23])[CH3:24].[Cl-:20].[Li:25][CH2:26][CH2:27][CH2:28][CH3:29].[O:30]1[CH2:31][CH2:37][N:34]([CH:35]=[O:36])[CH2:33][CH2:32]1>>[c:2]1([CH:31]=[O:30])[cH:3][c:4]([CH2:5][O:6][CH2:7][CH2:8][O:9][Si:10]([CH3:11])([CH3:12])[C:13]([CH3:14])([CH3:15])[CH3:16])[cH:17][cH:18][cH:19]1. As a reaction SMILES: C(OC([N:11]1[CH2:16][CH2:15][CH:14]([CH2:17][NH:18][C:19]2[C:24](Cl)=[C:23](Cl)[N:22]=[C:21](Cl)[C:20]=2Cl)[CH:13]([OH:29])[CH2:12]1)=O)C1C=CC=CC=1.C(=O)([O-])[O-].[K+].[K+]>C(O)C.[Pd]>[N:22]1[CH:21]=[CH:20][C:19]([NH:18][CH2:17][CH:14]2[CH2:15][CH2:16][NH:11][CH2:12][CH:13]2[OH:29])=[CH:24][CH:23]=1 |f:1.2.3|. Yields the product N1=CC=C(C=C1)NCC1C(CNCC1)O (4-(pyridin-4-ylaminomethyl)-piperidin-3-ol). Procedure: A suspension of 3-hydroxy-4-[(2,3,5,6-tetrachloro-pyridin-4-ylamino)-methyl]-piperidine-1-carboxylic acid benzyl ester compound from Step 1 above (1.64 g) and potassium carbonate (6 g) in ethanol (200 mL) was hydrogenated at 60 psi over 1 g of 10% palladium on charcoal for 5 h. The reaction mixture was filtered and the solids washed well with ethanol. The filtrate was evaporated, taken up in 40% MeOH DCM and refiltered. The filtrate was evaporated to give crude 4-(pyridin-4-ylaminomethyl)-piperi... Reagents/catalysts: [Pd] (palladium on charcoal). The solvent is C(C)O (ethanol). The reactants are C(C1=CC=CC=C1)OC(=O)N1CC(C(CC1)CNC1=C(C(=NC(=C1Cl)Cl)Cl)Cl)O (3-hydroxy-4-[(2,3,5,6-tetrachloro-pyridin-4-ylamino)-methyl]-piperidine-1-carboxylic acid benzyl ester), C([O-])([O-])=O.[K+].[K+] (potassium carbonate). The reactants are Cl.NCC(=O)NC(C1=CC=CC=C1)C1=CC=C(C=C1)Cl (rac-2-amino-N-[(4-chloro-phenyl)-phenyl-methyl]-acetamide hydrochloride), FC=1C=C(C(=O)O)C=CC1 (3-fluorobenzoic acid). Yields the product ClC1=CC=C(C=C1)C(C1=CC=CC=C1)NC(=O)CNC(C1=CC(=CC=C1)F)=O (rac-N-({[(4-Chloro-phenyl)-phenyl-methyl]-carbamoyl}-methyl)-3-fluoro-benzamide). As a reaction SMILES: Cl.[NH2:2][CH2:3][C:4]([NH:6][CH:7]([C:14]1[CH:19]=[CH:18][C:17]([Cl:20])=[CH:16][CH:15]=1)[C:8]1[CH:13]=[CH:12][CH:11]=[CH:10][CH:9]=1)=[O:5].[F:21][C:22]1[CH:23]=[C:24]([CH:28]=[CH:29][CH:30]=1)[C:25](O)=[O:26]>>[Cl:20][C:17]1[CH:18]=[CH:19][C:14]([CH:7]([NH:6][C:4]([CH2:3][NH:2][C:25](=[O:26])[C:24]2[CH:28]=[CH:29][CH:30]=[C:22]([F:21])[CH:23]=2)=[O:5])[C:8]2[CH:13]=[CH:12][CH:11]=[CH:10][CH:9]=2)=[CH:15][CH:16]=1 |f:0.1|. Reported procedure: Prepared in analogy to example 1.12 from rac-2-amino-N-[(4-chloro-phenyl)-phenyl-methyl]-acetamide hydrochloride (Example 3.1) and 3-fluorobenzoic acid.